describe an organic reaction: reactants, conditions, products, and yield From a dataset of the Open Reaction Database (ORD), a public repository of structured organic reaction records. The reactants are C(C1=CC=CC=C1)OC([C@@H](NC([C@@H](NC([C@@H](NC([C@@H](NC(=O)OC(C)(C)C)CCSC)=O)C)=O)C(C)C)=O)CCCCNC(=O)OCC1=CC=CC=C1)=O (t-Butyloxycarbonyl-L-methionyl-L-alanyl-L-valyl-Nε -benzyloxycarbonyl-L-lysine benzyl ester), C=1C=CC2=C(C1)N=NN2O (HOBt), C(C)(C)(C)OC(=O)N[C@@H](CCC(N)=O)C(=O)N[C@@H](CCSC)C(=O)O (tert-Butyloxycarbonyl-L-glutaminyl-L-methionine), N([C@@H](CCC(N)=O)C(=O)OC1=CC=C([N+](=O)[O-])C=C1)C(=O)OC(C)(C)C (Boc-L-Gln-ONp), CCN(C(C)C)C(C)C (DIEA). Yields the product C(C1=CC=CC=C1)OC([C@@H](NC([C@@H](NC([C@@H](NC([C@@H](NC([C@@H](NC(=O)OC(C)(C)C)CCC(N)=O)=O)CCSC)=O)C)=O)C(C)C)=O)CCCCNC(=O)OCC1=CC=CC=C1)=O (t-Butyloxycarbonyl-L-glutaminyl-L-methionyl-L-alanyl-L-valyl-Nε -benzyloxycarbonyl-L-lysine benzyl ester). RXN SMILES: [CH2:1]([O:8][C:9](=[O:54])[C@H:10]([CH2:39][CH2:40][CH2:41][CH2:42][NH:43][C:44]([O:46][CH2:47][C:48]1[CH:53]=[CH:52][CH:51]=[CH:50][CH:49]=1)=[O:45])[NH:11][C:12](=[O:38])[C@H:13]([CH:35]([CH3:37])[CH3:36])[NH:14][C:15](=[O:34])[C@H:16]([CH3:33])[NH:17][C:18](=[O:32])[C@H:19]([CH2:28][CH2:29][S:30][CH3:31])[NH:20][C:21](OC(C)(C)C)=[O:22])[C:2]1[CH:7]=[CH:6][CH:5]=[CH:4][CH:3]=1.[NH:55]([C:74]([O:76][C:77]([CH3:80])([CH3:79])[CH3:78])=[O:75])[C@H:56](C(OC1C=CC([N+]([O-])=O)=CC=1)=O)[CH2:57][CH2:58][C:59](=[O:61])[NH2:60].CCN(C(C)C)C(C)C.C1C=CC2N(O)N=NC=2C=1.C(OC(N[C@H](C(N[C@H](C(O)=O)CCSC)=O)CCC(=O)N)=O)(C)(C)C>>[CH2:1]([O:8][C:9](=[O:54])[C@H:10]([CH2:39][CH2:40][CH2:41][CH2:42][NH:43][C:44]([O:46][CH2:47][C:48]1[CH:53]=[CH:52][CH:51]=[CH:50][CH:49]=1)=[O:45])[NH:11][C:12](=[O:38])[C@H:13]([CH:35]([CH3:36])[CH3:37])[NH:14][C:15](=[O:34])[C@H:16]([CH3:33])[NH:17][C:18](=[O:32])[C@H:19]([CH2:28][CH2:29][S:30][CH3:31])[NH:20][C:21](=[O:22])[C@H:56]([CH2:57][CH2:58][C:59](=[O:61])[NH2:60])[NH:55][C:74]([O:76][C:77]([CH3:80])([CH3:78])[CH3:79])=[O:75])[C:2]1[CH:7]=[CH:6][CH:5]=[CH:4][CH:3]=1. Procedure details: The Boc group was removed from a sample of compound XXII (2.5 g, 3.3 mmole) as described in previous paragraphs. The trifluoroacetate salt washed with ether and dried; the white solid (RfC, 0.76) showed on tlc a slight impurity at the origin (presumably the t-butylsulfonium salt). This material was acylated with Boc-L-Gln-ONp (1.4 g, 3.8 mmole, Bachem) in the presence of DIEA (1.3 ml, 8 mmole) and HOBt (0.58 ml, 3.8 mmole). Next day the product was isolated as described for XII and then purified... Yields the product CC1(C)C(=O)C(C(=O)NCC(=O)O)=C(O)c2cccc(F)c21. Starting materials: CC(C)(C)OC(=O)CNC(=O)C1=C(O)c2cccc(F)c2C(C)(C)C1=O, O=C(O)C(F)(F)F, O. RXN SMILES: [F:1][c:2]1[cH:3][cH:4][cH:5][c:6]2[c:11]1[C:10]([CH3:12])([CH3:13])[C:9](=[O:14])[C:8]([C:15](=[O:16])[NH:17][CH2:18][C:19](=[O:20])[O:21][C:22]([CH3:23])([CH3:24])[CH3:25])=[C:7]2[OH:26].[F:27][C:28]([F:29])([F:30])[C:31]([OH:32])=[O:33].[OH2:34]>>[F:1][c:2]1[cH:3][cH:4][cH:5][c:6]2[c:11]1[C:10]([CH3:12])([CH3:13])[C:9](=[O:14])[C:8]([C:15](=[O:16])[NH:17][CH2:18][C:19](=[O:20])[OH:21])=[C:7]2[OH:26]. Reactants: [F-].[K+] (KF), BrC1=NC=CC=C1 (2-bromopyridine), BrC=1C=CC(=NC1)C(C)=O (1-(5-bromo-pyridin-2-yl)-ethanone), C[Sn](C)C.C[Sn](C)C (hexamethylditin). Reagents/catalysts: C1(=CC=CC=C1)P(C1=CC=CC=C1)C1=CC=CC=C1.C1(=CC=CC=C1)P(C1=CC=CC=C1)C1=CC=CC=C1.C1(=CC=CC=C1)P(C1=CC=CC=C1)C1=CC=CC=C1.C1(=CC=CC=C1)P(C1=CC=CC=C1)C1=CC=CC=C1.[Pd] (Palladium tetrakis(triphenylphosphine)). Run in O1CCOCC1 (1,4-dioxane). Run at temperature 110 celsius, time 8 hour. The product is FC=1C=CC(=NC1)C=1C=NC(=CC1)C(C)=O (1-(5-fluoro-2,3′-bipyridin-6′-yl)ethanone). As a reaction SMILES: Br[C:2]1[CH:7]=[CH:6][CH:5]=[CH:4][N:3]=1.Br[C:9]1[CH:10]=[CH:11][C:12]([C:15](=[O:17])[CH3:16])=[N:13][CH:14]=1.C[Sn](C)C.C[Sn](C)C.[F-:26].[K+]>O1CCOCC1.C1(P(C2C=CC=CC=2)C2C=CC=CC=2)C=CC=CC=1.C1(P(C2C=CC=CC=2)C2C=CC=CC=2)C=CC=CC=1.C1(P(C2C=CC=CC=2)C2C=CC=CC=2)C=CC=CC=1.C1(P(C2C=CC=CC=2)C2C=CC=CC=2)C=CC=CC=1.[Pd]>[F:26][C:5]1[CH:6]=[CH:7][C:2]([C:9]2[CH:14]=[N:13][C:12]([C:15](=[O:17])[CH3:16])=[CH:11][CH:10]=2)=[N:3][CH:4]=1 |f:2.3,4.5,7.8.9.10.11,^1:18,22|. Procedure details: Palladium tetrakis(triphenylphosphine) (289 mg, 0.25 mmol) was added to a degassed, ambient temperature solution of 2-bromopyridine (660 mg, 3.75 mmol), 1-(5-bromo-pyridin-2-yl)-ethanone (500 mg, 2.5 mmol) and hexamethylditin (1.2 g, 3.75 mmol) in degassed 1,4-dioxane (8 mL). After stirring at 110° C. overnight, the reaction mixture was cooled and KF/celite (1:1) was added. After stirring vigorously for 1 hr, reaction mixture was filtered and concentrated. Chromatography over silica eluting with... The reactants are C1CCOC1, COC(=O)c1cccc(NC(=O)Cc2c(OC)cc(OC)cc2OC)c1, Cl, [Li+], [OH-]. The product is COc1cc(OC)c(CC(=O)Nc2cccc(C(=O)O)c2)c(OC)c1. Reaction SMILES: [CH2:30]1[O:31][CH2:32][CH2:33][CH2:34]1.[CH3:1][O:2][C:3]([c:4]1[cH:5][c:6]([NH:10][C:11]([CH2:12][c:13]2[c:14]([O:23][CH3:24])[cH:15][c:16]([O:21][CH3:22])[cH:17][c:18]2[O:19][CH3:20])=[O:25])[cH:7][cH:8][cH:9]1)=[O:26].[ClH:29].[Li+:28].[OH-:27]>>[O:2]=[C:3]([c:4]1[cH:5][c:6]([NH:10][C:11]([CH2:12][c:13]2[c:14]([O:23][CH3:24])[cH:15][c:16]([O:21][CH3:22])[cH:17][c:18]2[O:19][CH3:20])=[O:25])[cH:7][cH:8][cH:9]1)[OH:26]. Isolated yield 82.9%. Run in CO (MeOH). Product: BrC=1C=2C3C(CNC2C=CC1)C3 (7-Bromo-1a,2,3,7b-tetrahydro-1H-cyclopropa[c]quinoline). Procedure details: The mixture of 7-bromo-3,7b-dihydro-1H-cyclopropa[c]quinolin-2(1aH)-one (100 mg, 0.420 mmol) and borane tetrahydrofuran complex (5 mL, 5.00 mmol) was heated at 80° C. for 4 h. After this time, MeOH (5 mL) was added slowly to the reaction mixture, followed by 3 mL of conc. HCl. The resulting mixture was heated at 100° C. for 1 h, and then cooled to room temperature. After removing most of the solvent, the mixture was adjusted to a pH of 8-9 by using saturated Na2CO3. The aqueous solution was extr... The reactants are BrC=1C=2C3C(C(NC2C=CC1)=O)C3 (7-bromo-3,7b-dihydro-1H-cyclopropa[c]quinolin-2(1aH)-one), Cl (HCl). Conditions: temperature 80 celsius. RXN SMILES: [Br:1][C:2]1[C:3]2[CH:4]3[CH2:13][CH:5]3[C:6](=O)[NH:7][C:8]=2[CH:9]=[CH:10][CH:11]=1.Cl>CO>[Br:1][C:2]1[C:3]2[CH:4]3[CH2:13][CH:5]3[CH2:6][NH:7][C:8]=2[CH:9]=[CH:10][CH:11]=1. The reactants are ON=CC1=CN(C=C1)C=1C=C(C(=O)OC)C=CC1 (methyl 3-(3-hydroxyiminomethylpyrrol-1-yl)benzoate). Run in C(C)(=O)OC(C)=O (acetic anhydride). Yields the product C(#N)C1=CN(C=C1)C=1C=C(C(=O)OC)C=CC1 (methyl 3-(3-cyanopyrrol-1-yl)benzoate). Yield: 74.4%. As a reaction SMILES: O[N:2]=[CH:3][C:4]1[CH:8]=[CH:7][N:6]([C:9]2[CH:10]=[C:11]([CH:16]=[CH:17][CH:18]=2)[C:12]([O:14][CH3:15])=[O:13])[CH:5]=1>C(OC(=O)C)(=O)C>[C:3]([C:4]1[CH:8]=[CH:7][N:6]([C:9]2[CH:10]=[C:11]([CH:16]=[CH:17][CH:18]=2)[C:12]([O:14][CH3:15])=[O:13])[CH:5]=1)#[N:2]. Reported procedure: The mixture of methyl 3-(3-hydroxyiminomethylpyrrol-1-yl)benzoate (9.0 g) in acetic anhydride (45 ml) was heated under reflux for 3 hours under stirring and then the reaction mixture was concentrated in vacuo. To the residue was added a mixture of ethyl acetate and water, and the whole was adjusted to pH 8 with potassium carbonate. The separated organic layer was washed with water, dried over magnesium sulfate, and evaporated in vacuo. The residue was purified by column chromatography on silica ... The reactants are CC(C)(C)OC(=O)NCCn1c(C(C)(C)C)cc2cc(NC(=O)C3(c4ccc5c(c4)OC(F)(F)O5)CC3)c(F)cc21, ClCCl, O=C(O)C(F)(F)F. Product: CC(C)(C)c1cc2cc(NC(=O)C3(c4ccc5c(c4)OC(F)(F)O5)CC3)c(F)cc2n1CCN. RXN SMILES: [C:1]([CH3:2])([CH3:3])([CH3:4])[c:5]1[n:6]([CH2:32][CH2:33][NH:34][C:35](=[O:36])[O:37][C:38]([CH3:39])([CH3:40])[CH3:41])[c:7]2[cH:8][c:9]([F:31])[c:10]([NH:14][C:15](=[O:16])[C:17]3([c:20]4[cH:21][c:22]5[c:23]([cH:29][cH:30]4)[O:24][C:25]([F:27])([F:28])[O:26]5)[CH2:18][CH2:19]3)[cH:11][c:12]2[cH:13]1.[Cl:49][CH2:50][Cl:51].[OH:42][C:43]([C:44]([F:45])([F:46])[F:47])=[O:48]>>[C:1]([CH3:2])([CH3:3])([CH3:4])[c:5]1[n:6]([CH2:32][CH2:33][NH2:34])[c:7]2[cH:8][c:9]([F:31])[c:10]([NH:14][C:15](=[O:16])[C:17]3([c:20]4[cH:21][c:22]5[c:23]([cH:29][cH:30]4)[O:24][C:25]([F:27])([F:28])[O:26]5)[CH2:18][CH2:19]3)[cH:11][c:12]2[cH:13]1.